This data is from the Open Reaction Database (ORD), a public repository of structured organic reaction records. The task is: describe an organic reaction: reactants, conditions, products, and yield Reactants: O (water), C(C)OC1C(C=2C=C3C(=NC2N(C1=C=O)CC)C=C(C(=C3)F)F)=O (3-ethoxy-carbonyl-1-ethyl-7,8-difluoro-4-oxo-1,4-dihydrobenzo[b][1,8]-naphthyridine), Cl.Cl.CN(C1CNC1)C (3-(dimethyl- amino)azetidine dihydrochloride). Run at temperature 20 celsius. Product: CN(C1CN(C1)C=1C(=CC=2C(=NC=3N(C(C(C(C3C2)=O)OCC)=C=O)CC)C1)F)C (8-(3-Dimethylamino-1-azetidinyl)-3-ethoxy-carbonyl-1-ethyl-7-fluoro-4-oxo-1,4-dihydrobenzo[b][1,8]naphthyridine), CN(C1CN(C1)C=1C(=CC=2C(=NC=3N(C=C(C(C3C2)=O)C(=O)OCC)CC)C1)F)C (8-(3-dimethylamino-1-azetidinyl)-3-ethoxycarbonyl-1-ethyl-7-fluoro-4-oxo-1,4-dihydrobenzo[b][1,8]naphthyridine). RXN SMILES: [CH2:1]([O:3][CH:4]1[C:13](=[C:14]=[O:15])[N:12]([CH2:16][CH3:17])[C:11]2[N:10]=[C:9]3[CH:18]=[C:19](F)[C:20]([F:22])=[CH:21][C:8]3=[CH:7][C:6]=2[C:5]1=[O:24])[CH3:2].Cl.Cl.[CH3:27][N:28]([CH3:33])[CH:29]1[CH2:32][NH:31][CH2:30]1.[OH2:34]>>[CH3:27][N:28]([CH3:33])[CH:29]1[CH2:32][N:31]([C:19]2[C:20]([F:22])=[CH:21][C:8]3[C:9]([CH:18]=2)=[N:10][C:11]2[N:12]([CH2:16][CH3:17])[C:13](=[C:14]=[O:15])[CH:4]([O:3][CH2:1][CH3:2])[C:5](=[O:24])[C:6]=2[CH:7]=3)[CH2:30]1.[CH3:27][N:28]([CH3:33])[CH:29]1[CH2:32][N:31]([C:19]2[C:20]([F:22])=[CH:21][C:8]3[C:9]([CH:18]=2)=[N:10][C:11]2[N:12]([CH2:16][CH3:17])[CH:13]=[C:4]([C:4]([O:3][CH2:1][CH3:2])=[O:34])[C:5](=[O:24])[C:6]=2[CH:7]=3)[CH2:30]1 |f:1.2.3|. Procedure details: 8-(3-Dimethylamino-1-azetidinyl)-3-ethoxy-carbonyl-1-ethyl-7-fluoro-4-oxo-1,4-dihydrobenzo[b][1,8]naphthyridine was prepared under the conditions described in Example 2, but starting with 1.7 g of 3-ethoxy-carbonyl-1-ethyl-7,8-difluoro-4-oxo-1,4-dihydrobenzo[b][1,8]-naphthyridine, and 1.3 g of 3-(dimethyl- amino)azetidine dihydrochloride. After reaction, the reaction mixture, cooled to approximately 20° C., is poured into 50 cm3 of water and extracted with 3 times 100 cm3 of dichloromethane. The... The reactants are BrC1=C(C=CC=C1)CCC(=O)N(NC(C1=CC=CC=C1)=O)C(C)C (benzoic acid N′-[3-(2-bromo-phenyl)-propionyl]-N′-isopropyl-hydrazide), C(=O)([O-])[O-].[Na+].[Na+] (Na2CO3), ClC1=CC=C(C=C1)B(O)O (4-chloro-phenylboronic acid), Pd[PPh3]4. Run in COCCOC (DME). The product is ClC1=CC=C(C=C1)C1=C(C=CC=C1)CCC(=O)N(NC(C1=CC=CC=C1)=O)C(C)C (Benzoic acid N′-[3-(4′-chloro-biphenyl-2-yl)-propionyl]-N′-isopropyl-hydrazide). Isolated yield 59.4%. As a reaction SMILES: Br[C:2]1[CH:7]=[CH:6][CH:5]=[CH:4][C:3]=1[CH2:8][CH2:9][C:10]([N:12]([CH:22]([CH3:24])[CH3:23])[NH:13][C:14](=[O:21])[C:15]1[CH:20]=[CH:19][CH:18]=[CH:17][CH:16]=1)=[O:11].C([O-])([O-])=O.[Na+].[Na+].[Cl:31][C:32]1[CH:37]=[CH:36][C:35](B(O)O)=[CH:34][CH:33]=1>COCCOC>[Cl:31][C:32]1[CH:37]=[CH:36][C:35]([C:2]2[CH:7]=[CH:6][CH:5]=[CH:4][C:3]=2[CH2:8][CH2:9][C:10]([N:12]([CH:22]([CH3:24])[CH3:23])[NH:13][C:14](=[O:21])[C:15]2[CH:20]=[CH:19][CH:18]=[CH:17][CH:16]=2)=[O:11])=[CH:34][CH:33]=1 |f:1.2.3|. Procedure: A solution of benzoic acid N′-[3-(2-bromo-phenyl)-propionyl]-N′-isopropyl-hydrazide (45 mg, 0.12 mmol) in DME (4 ml)/2M Na2CO3 (225 μL, 0.45 mmol) was treated with 4-chloro-phenylboronic acid (27 mg, 0.17 mmol) and Pd[PPh3]4 (13 mg, 0.012 mmol) for 18 hours at 90° C. The reaction mixture was partitioned between water and dichloromethane. The organic layer was washed with brine, dried over sodium sulfate, filtered, and concentrated. The crude was absorbed on silica and purified on a silica gel co... Reactants: BrCC=1C=CC2=C(C(C3=C(OC2)C=CC=C3)=O)C1 (9-Bromomethyl-6,11-dihydro-11-oxodibenz[b,e]oxepin), [C-]#N.[Na+] (sodium cyanide). The solvent is CN(C=O)C (dimethylformamide), O (water). Run at time 1.5 hour. The product is C(#N)CC=1C=CC2=C(C(C3=C(OC2)C=CC=C3)=O)C1 (9-Cyanomethyl-6,11-dihydro-11-oxodibenz[b,e]oxepin). Reaction SMILES: Br[CH2:2][C:3]1[CH:4]=[CH:5][C:6]2[CH2:12][O:11][C:10]3[CH:13]=[CH:14][CH:15]=[CH:16][C:9]=3[C:8](=[O:17])[C:7]=2[CH:18]=1.[C-:19]#[N:20].[Na+]>CN(C)C=O.O>[C:19]([CH2:2][C:3]1[CH:4]=[CH:5][C:6]2[CH2:12][O:11][C:10]3[CH:13]=[CH:14][CH:15]=[CH:16][C:9]=3[C:8](=[O:17])[C:7]=2[CH:18]=1)#[N:20] |f:1.2|. Procedure: Dissolve 6.4 gm of the bromomethyl compound of Step C in 75 cc of dimethylformamide and add 2.95 gm of sodium cyanide. Stir the mixture at room temperature for 1.5 hours. Dilute with 600 cc of water and extract three times with ether. Wash the combined organics with water, dry and strip to a solid residue. Triturate in hexane and recover the solid by filtration. Starting materials: O (Water), [H-].[Na+] (NaH), OC(=O)C(F)(F)F.C1(=CC=CC=C1)C1=CNC2=CC(=CC=C12)C(=O)OC (Methyl 3-phenyl-1H-indole-6-carboxylate TFA salt), CI (Methyl iodide). Solvent: CN(C)C=O (DMF). Conditions: temperature 0 celsius, time 20 minute. The product is CN1C=C(C2=CC=C(C=C12)C(=O)OC)C1=CC=CC=C1 (Methyl 1-methyl-3-phenyl-1H-indole-6-carboxylate). As a reaction SMILES: [H-].[Na+].O[C:4](C(F)(F)F)=O.[C:10]1([C:16]2[C:24]3[C:19](=[CH:20][C:21]([C:25]([O:27][CH3:28])=[O:26])=[CH:22][CH:23]=3)[NH:18][CH:17]=2)[CH:15]=[CH:14][CH:13]=[CH:12][CH:11]=1.CI.O>CN(C=O)C>[CH3:4][N:18]1[C:19]2[C:24](=[CH:23][CH:22]=[C:21]([C:25]([O:27][CH3:28])=[O:26])[CH:20]=2)[C:16]([C:10]2[CH:11]=[CH:12][CH:13]=[CH:14][CH:15]=2)=[CH:17]1 |f:0.1,2.3|. Reported procedure: NaH (60% dispersion in mineral oil, 4.52 mmol, 186 mg) was added portion-wise to a solution of methyl 3-phenyl-1H-indole-6-carboxylate TFA salt 62c (2.07 mmol, 757 mg) in DMF at 0° C. and the mixture was stirred for 20 min. Methyl iodide (2.28 mmol, 0.14 mL) was added and the reaction mixture was maintained at 0° C. for 1 h. Water was then added and the reaction was extracted with EtOAc. The organics were concentrated and purified by flash column chromatography (silica gel, 15% EtOAc/hexanes) to...